This data is from the Open Reaction Database (ORD), a public repository of structured organic reaction records. The task is: describe an organic reaction: reactants, conditions, products, and yield Reactants: CS(=O)(=O)c1nccc(-n2cnc3ccccc32)n1, CC(C)(C)N. Yields the product CC(C)(C)Nc1nccc(-n2cnc3ccccc32)n1. RXN SMILES: [CH3:1][S:2](=[O:3])(=[O:4])[c:5]1[n:6][cH:7][cH:8][c:9](-[n:11]2[cH:12][n:13][c:14]3[c:15]2[cH:16][cH:17][cH:18][cH:19]3)[n:10]1.[CH3:20][C:21]([CH3:22])([CH3:23])[NH2:24]>>[c:5]1([NH:24][C:21]([CH3:20])([CH3:22])[CH3:23])[n:6][cH:7][cH:8][c:9](-[n:11]2[cH:12][n:13][c:14]3[c:15]2[cH:16][cH:17][cH:18][cH:19]3)[n:10]1. Reaction conditions: temperature 100 celsius, time 1 hour. Solvent: CN(C=O)C (dimethylformamide). Isolated yield 23.0%. RXN SMILES: [H-].[Na+].[Cl:3][C:4]1[CH:9]=[C:8]([C:10]([F:13])([F:12])[F:11])[CH:7]=[CH:6][C:5]=1[OH:14].F[C:16]1[CH:17]=[CH:18][C:19]([N+:29]([O-:31])=[O:30])=[C:20]([CH:28]=1)[C:21]([N:23]=[S:24]([CH3:27])([CH3:26])=[O:25])=[O:22]>CN(C)C=O>[Cl:3][C:4]1[CH:9]=[C:8]([C:10]([F:12])([F:13])[F:11])[CH:7]=[CH:6][C:5]=1[O:14][C:16]1[CH:17]=[CH:18][C:19]([N+:29]([O-:31])=[O:30])=[C:20]([CH:28]=1)[C:21]([N:23]=[S:24]([CH3:27])([CH3:26])=[O:25])=[O:22] |f:0.1|. The reactants are [H-].[Na+] (sodium hydride), ice water, ClC1=C(C=CC(=C1)C(F)(F)F)O (o-chloro-p-trifluoromethyl-phenol), FC=1C=CC(=C(C(=O)N=S(=O)(C)C)C1)[N+](=O)[O-] (N-(5-fluoro-2-nitrobenzoyl)-S,S-dimethyl-sulphoximine). The product is ClC1=C(OC=2C=CC(=C(C(=O)N=S(=O)(C)C)C2)[N+](=O)[O-])C=CC(=C1)C(F)(F)F (N-[5-(o-chloro-p-trifluoromethyl-phenoxy)-2-nitrobenzoyl]-S,S-dimethyl-sulphoximine). Procedure: 0.48 g of sodium hydride is placed in 10 ml of absolute dimethylformamide. 1.96 g of o-chloro-p-trifluoromethyl-phenol are added dropwise and the mixture is stirred for 1 hour. 2.6 g of N-(5-fluoro-2-nitrobenzoyl)-S,S-dimethyl-sulphoximine are added and the mixture is heated to 100° C. for 90 minutes. The mixture is then cooled, poured on to 100 ml of ice-water and extracted with 50 ml of ethyl acetate. The ethyl acetate phase is washed with water, dried and evaporated, and the residue is purifi... The reactants are C[Si](C)(C)[N-][Si](C)(C)C.[Li+] (lithium bis(trimethylsilyl)amide), C(C)(C)(C)C=1C=C(C(=O)N(C)OC)C=C(C1)OCCCOC1OCCCC1 (3-tert-Butyl-N-methoxy-N-methyl-5-[3-(tetrahydropyran-2-yloxy)propoxy]benzamide), C[Mg]Br (methylmagnesium bromide). The solvent is C1CCOC1 (THF). Conditions: temperature 0 celsius, time 30 minute. Product: C(C)(C)(C)C=1C=C(C=C(C1)OCCCO)C(C)=O (1-[3-tert-Butyl-5-(3-hydroxypropoxy)phenyl]ethanone). RXN SMILES: [C:1]([C:5]1[CH:6]=[C:7]([CH:14]=[C:15]([O:17][CH2:18][CH2:19][CH2:20][O:21]C2CCCCO2)[CH:16]=1)[C:8](N(OC)C)=[O:9])([CH3:4])([CH3:3])[CH3:2].[CH3:28][Si]([N-][Si](C)(C)C)(C)C.[Li+].C[Mg]Br>C1COCC1>[C:1]([C:5]1[CH:6]=[C:7]([C:8](=[O:9])[CH3:28])[CH:14]=[C:15]([O:17][CH2:18][CH2:19][CH2:20][OH:21])[CH:16]=1)([CH3:2])([CH3:3])[CH3:4] |f:1.2|. Procedure: 3-tert-Butyl-N-methoxy-N-methyl-5-[3-(tetrahydropyran-2-yloxy)propoxy]benzamide (O3.059; 5.49 g) was dissolved in THF (100 ml), cooled to 0° C. and admixed with lithium bis(trimethylsilyl)amide (14.47 ml, 1 M in MTB ether). After stirring at 0° C. for 30 min, methylmagnesium bromide (9.65 ml, 3 M in ether) was added dropwise. The cooling bath was removed and, after stirring at RT for 2 h, the mixture was diluted with water and extracted by shaking with EA. The EA phase was dried over magnesium s... The reactants are O=C([O-])[O-], CCOC(C)=O, COC(=O)c1cnc(Cl)cc1C(F)(F)F, Cl, Cl, [K+], [K+], C1COCCO1, O, CC(NC1CCNC1)c1cccc2ccccc12. Yields the product COC(=O)c1cnc(N2CCC(NC(C)c3cccc4ccccc34)C2)cc1C(F)(F)F. Reaction SMILES: [C:36](=[O:37])([O-:38])[O-:39].[CH3:49][CH2:50][O:51][C:52](=[O:53])[CH3:54].[Cl:21][c:22]1[n:23][cH:24][c:25]([C:26](=[O:27])[O:28][CH3:29])[c:30]([C:32]([F:33])([F:34])[F:35])[cH:31]1.[ClH:1].[ClH:2].[K+:40].[K+:41].[O:43]1[CH2:44][CH2:45][O:46][CH2:47][CH2:48]1.[OH2:42].[c:3]1([CH:13]([CH3:14])[NH:15][CH:16]2[CH2:17][NH:18][CH2:19][CH2:20]2)[cH:4][cH:5][cH:6][c:7]2[cH:8][cH:9][cH:10][cH:11][c:12]12>>[c:3]1([CH:13]([CH3:14])[NH:15][CH:16]2[CH2:17][N:18]([c:22]3[n:23][cH:24][c:25]([C:26](=[O:27])[O:28][CH3:29])[c:30]([C:32]([F:33])([F:34])[F:35])[cH:31]3)[CH2:19][CH2:20]2)[cH:4][cH:5][cH:6][c:7]2[cH:8][cH:9][cH:10][cH:11][c:12]12. As a reaction SMILES: [C:16](=[O:17])([O-:18])[O-:19].[CH3:1][c:2]1[n:3][c:4]([NH:8][C:9](=[O:10])[C:11](=[O:12])[O:13][CH2:14][CH3:15])[s:5][c:6]1[CH3:7].[ClH:22].[K+:20].[K+:21].[OH2:23]>>[CH3:1][c:2]1[n:3][c:4]([NH:8][C:9](=[O:10])[C:11](=[O:12])[OH:13])[s:5][c:6]1[CH3:7]. Yields the product Cc1nc(NC(=O)C(=O)O)sc1C. The reactants are O=C([O-])[O-], CCOC(=O)C(=O)Nc1nc(C)c(C)s1, Cl, [K+], [K+], O. The reactants are CO, N, O=C1C(NS(=O)(=O)c2cc3ccc(Cl)cc3s2)CCN1Cc1cc2c(Cl)nccc2n1S(=O)(=O)c1ccccc1. Product: O=C1C(NS(=O)(=O)c2cc3ccc(Cl)cc3s2)CCN1Cc1cc2c(Cl)nccc2[nH]1. RXN SMILES: [CH3:42][OH:43].[NH3:1].[c:2]1([S:3](=[O:4])(=[O:5])[n:11]2[c:12]([CH2:21][N:22]3[C:23](=[O:41])[CH:24]([NH:27][S:28](=[O:29])(=[O:30])[c:31]4[cH:32][c:33]5[c:34]([s:35]4)[cH:36][c:37]([Cl:40])[cH:38][cH:39]5)[CH2:25][CH2:26]3)[cH:13][c:14]3[c:15]([Cl:20])[n:16][cH:17][cH:18][c:19]23)[cH:6][cH:7][cH:8][cH:9][cH:10]1>>[nH:11]1[c:12]([CH2:21][N:22]2[C:23](=[O:41])[CH:24]([NH:27][S:28](=[O:29])(=[O:30])[c:31]3[cH:32][c:33]4[c:34]([s:35]3)[cH:36][c:37]([Cl:40])[cH:38][cH:39]4)[CH2:25][CH2:26]2)[cH:13][c:14]2[c:15]([Cl:20])[n:16][cH:17][cH:18][c:19]12. Starting materials: N#CCCCN(Cc1ccc(Cl)cc1)Cc1ccc(Cl)cc1, ClCCl, [Na+], [OH-], OO. The product is NC(=O)CCCN(Cc1ccc(Cl)cc1)Cc1ccc(Cl)cc1. RXN SMILES: [Cl:1][c:2]1[cH:3][cH:4][c:5]([CH2:6][N:7]([CH2:8][c:9]2[cH:10][cH:11][c:12]([Cl:15])[cH:13][cH:14]2)[CH2:16][CH2:17][CH2:18][C:19]#[N:20])[cH:21][cH:22]1.[Cl:27][CH2:28][Cl:29].[Na+:24].[OH-:23].[OH:25][OH:26]>>[Cl:1][c:2]1[cH:3][cH:4][c:5]([CH2:6][N:7]([CH2:8][c:9]2[cH:10][cH:11][c:12]([Cl:15])[cH:13][cH:14]2)[CH2:16][CH2:17][CH2:18][C:19]([NH2:20])=[O:23])[cH:21][cH:22]1.